Dataset: the Open Reaction Database (ORD), a public repository of structured organic reaction records. Task: describe an organic reaction: reactants, conditions, products, and yield Reactants: CC1=C(C=C(C(=O)Cl)C=C1)[N+](=O)[O-] (4-methyl-3-nitro-benzoyl chloride), O (water), C(C)(C)C=1C=C(C=CC1)N (3-isopropyl-phenylamine). Solvent: C1CCOC1 (THF). Reaction conditions: time 1 hour. The product is NC=1C=C(C(=O)NC2=CC(=CC=C2)C(C)C)C=CC1C (3-Amino-N-(3-isopropyl-phenyl)-4-methyl-benzamide). As a reaction SMILES: [CH3:1][C:2]1[CH:10]=[CH:9][C:5]([C:6](Cl)=[O:7])=[CH:4][C:3]=1[N+:11]([O-])=O.O.[CH:15]([C:18]1[CH:19]=[C:20]([NH2:24])[CH:21]=[CH:22][CH:23]=1)([CH3:17])[CH3:16]>C1COCC1>[NH2:11][C:3]1[CH:4]=[C:5]([CH:9]=[CH:10][C:2]=1[CH3:1])[C:6]([NH:24][C:20]1[CH:21]=[CH:22][CH:23]=[C:18]([CH:15]([CH3:17])[CH3:16])[CH:19]=1)=[O:7]. Reported procedure: To a solution of 4-methyl-3-nitro-benzoyl chloride (2.00 g, 0.010 mol) in THF (30 mL), in a water bath-cooled 100 mL round bottom flask, was added 3-isopropyl-phenylamine (1.35 g, 0.010 mol) dropwise. The reaction was allowed to stir at room temperature for 1 hour before being concentrated. The mixture was taken up in EtOAc and washed with NaHCO3 (aq., conc.) and then brine. The solution was dried over MgSO4, filtered, and concentrated to yield the title compound as an orange oil that solidifies... The reactants are C1CCNCC1, CCO, O=C(CO)Nc1cc2c(cc1F)CC(=O)N2, Cc1c(C=O)[nH]c2c1C(=O)N(CC(O)CN1CCOCC1)CC2. As a reaction SMILES: [CH2:40]1[CH2:41][CH2:42][NH:43][CH2:44][CH2:45]1.[CH3:46][CH2:47][OH:48].[F:24][c:25]1[cH:26][c:27]2[c:31]([cH:32][c:33]1[NH:34][C:35]([CH2:36][OH:37])=[O:38])[NH:30][C:29](=[O:39])[CH2:28]2.[OH:1][CH:2]([CH2:3][N:4]1[C:5](=[O:16])[c:6]2[c:7]([nH:10][c:11]([CH:14]=[O:15])[c:12]2[CH3:13])[CH2:8][CH2:9]1)[CH2:17][N:18]1[CH2:19][CH2:20][O:21][CH2:22][CH2:23]1>>[OH:1][CH:2]([CH2:3][N:4]1[C:5](=[O:16])[c:6]2[c:7]([nH:10][c:11]([CH:14]=[C:28]3[c:27]4[cH:26][c:25]([F:24])[c:33]([NH:34][C:35]([CH2:36][OH:37])=[O:38])[cH:32][c:31]4[NH:30][C:29]3=[O:39])[c:12]2[CH3:13])[CH2:8][CH2:9]1)[CH2:17][N:18]1[CH2:19][CH2:20][O:21][CH2:22][CH2:23]1. Product: Cc1c(C=C2C(=O)Nc3cc(NC(=O)CO)c(F)cc32)[nH]c2c1C(=O)N(CC(O)CN1CCOCC1)CC2. Reactants: C(=O)(O)[O-].[Na+] (NaHCO3), C1(CCCC1)OC=1C=C(C=CC1OC)C1CNCC1CO (3-(3-cyclopentoxy-4-methoxyphenyl)-4-(hydroxymethyl)pyrrolidine), ClC(=O)OC (methyl chloroformate). Run in C(C)(=O)OCC (ethyl acetate), C(C)(=O)OCC (ethyl acetate). Product: C1(CCCC1)OC=1C=C(C=CC1OC)C1CN(CC1CO)C(=O)OC (3-(3-cyclopentoxy-4-methoxyphenyl)-4-hydroxymethyl-1-(methoxycarbonyl)pyrrolidine). Yield: 69.1%. Reaction SMILES: [CH:1]1([O:6][C:7]2[CH:8]=[C:9]([CH:15]3[CH:19]([CH2:20][OH:21])[CH2:18][NH:17][CH2:16]3)[CH:10]=[CH:11][C:12]=2[O:13][CH3:14])[CH2:5][CH2:4][CH2:3][CH2:2]1.C([O-])(O)=O.[Na+].Cl[C:28]([O:30][CH3:31])=[O:29]>C(OCC)(=O)C>[CH:1]1([O:6][C:7]2[CH:8]=[C:9]([CH:15]3[CH:19]([CH2:20][OH:21])[CH2:18][N:17]([C:28]([O:30][CH3:31])=[O:29])[CH2:16]3)[CH:10]=[CH:11][C:12]=2[O:13][CH3:14])[CH2:2][CH2:3][CH2:4][CH2:5]1 |f:1.2|. Reported procedure: To a vigorously stirring mixture of 3-(3-cyclopentoxy-4-methoxyphenyl)-4-(hydroxymethyl)pyrrolidine (328 mg, 1.13 mmol) in 4 mL of 1:1 ethyl acetate:sat aq NaHCO3 was added methyl chloroformate (138 mg, 1.47 mmol). When TLC analysis indicated a complete reaction the mixture was diluted with ethyl acetate, and the layers were separated. The organic layer was dried over K2CO3, filtered, and concentrated under reduced pressure to provide 3-(3-cyclopentoxy-4-methoxyphenyl)-4-hydroxymethyl-1-(methoxy... Starting materials: CC(=O)OC1OC(COCc2ccccc2)C(OCc2ccccc2)C(OCc2ccccc2)C1F, CC(=O)O, ClCCl, NN, CN(C)C=O. Yields the product OC1OC(COCc2ccccc2)C(OCc2ccccc2)C(OCc2ccccc2)C1F. Reaction SMILES: [C:1](=[O:2])([CH3:3])[O:4][CH:5]1[CH:6]([F:36])[CH:7]([O:8][CH2:9][c:10]2[cH:11][cH:12][cH:13][cH:14][cH:15]2)[CH:16]([O:17][CH2:18][c:19]2[cH:20][cH:21][cH:22][cH:23][cH:24]2)[CH:25]([CH2:27][O:28][CH2:29][c:30]2[cH:31][cH:32][cH:33][cH:34][cH:35]2)[O:26]1.[C:37]([OH:38])(=[O:39])[CH3:40].[Cl:48][CH2:49][Cl:50].[NH2:41][NH2:42].[O:43]=[CH:44][N:45]([CH3:46])[CH3:47]>>[OH:4][CH:5]1[CH:6]([F:36])[CH:7]([O:8][CH2:9][c:10]2[cH:11][cH:12][cH:13][cH:14][cH:15]2)[CH:16]([O:17][CH2:18][c:19]2[cH:20][cH:21][cH:22][cH:23][cH:24]2)[CH:25]([CH2:27][O:28][CH2:29][c:30]2[cH:31][cH:32][cH:33][cH:34][cH:35]2)[O:26]1.